Dataset: the Open Reaction Database (ORD), a public repository of structured organic reaction records. Task: describe an organic reaction: reactants, conditions, products, and yield Starting materials: CC(C)(C)OC(=O)NC(C(=O)N1CCC2C1C(C(=O)Nc1ccccc1)CN2C(=O)OCc1ccccc1)C1CCCCC1, ClCCl, O=C(O)C(F)(F)F. Yields the product NC(C(=O)N1CCC2C1C(C(=O)Nc1ccccc1)CN2C(=O)OCc1ccccc1)C1CCCCC1. As a reaction SMILES: [CH2:1]([c:2]1[cH:3][cH:4][cH:5][cH:6][cH:7]1)[O:8][C:9](=[O:10])[N:11]1[CH:12]2[CH:13]([CH:14]([C:16]([NH:17][c:18]3[cH:19][cH:20][cH:21][cH:22][cH:23]3)=[O:24])[CH2:15]1)[N:25]([C:28]([CH:29]([CH:30]1[CH2:31][CH2:32][CH2:33][CH2:34][CH2:35]1)[NH:36][C:37]([O:38][C:39]([CH3:40])([CH3:41])[CH3:42])=[O:43])=[O:44])[CH2:26][CH2:27]2.[Cl:52][CH2:53][Cl:54].[F:45][C:46]([F:47])([F:48])[C:49]([OH:50])=[O:51]>>[CH2:1]([c:2]1[cH:3][cH:4][cH:5][cH:6][cH:7]1)[O:8][C:9](=[O:10])[N:11]1[CH:12]2[CH:13]([CH:14]([C:16]([NH:17][c:18]3[cH:19][cH:20][cH:21][cH:22][cH:23]3)=[O:24])[CH2:15]1)[N:25]([C:28]([CH:29]([CH:30]1[CH2:31][CH2:32][CH2:33][CH2:34][CH2:35]1)[NH2:36])=[O:44])[CH2:26][CH2:27]2. RXN SMILES: [Cl:42][CH2:43][Cl:44].[OH:37][C:38](=[O:39])[CH2:40][SH:41].[c:1]1([CH2:2][O:3][CH:9]([CH2:10][O:11][CH2:12][c:13]2[cH:14][cH:15][cH:16][cH:17][cH:18]2)[c:19]2[cH:20][cH:21][c:22]([O:25][CH2:26][c:27]3[n:28][c:29]4[cH:30][cH:31][cH:32][cH:33][c:34]4[cH:35][cH:36]3)[cH:23][cH:24]2)[cH:4][cH:5][cH:6][cH:7][cH:8]1>>[CH:9]([CH2:10][O:11][CH2:12][c:13]1[cH:14][cH:15][cH:16][cH:17][cH:18]1)([c:19]1[cH:20][cH:21][c:22]([O:25][CH2:26][c:27]2[n:28][c:29]3[cH:30][cH:31][cH:32][cH:33][c:34]3[cH:35][cH:36]2)[cH:23][cH:24]1)[S:41][CH2:40][C:38]([OH:37])=[O:39]. Product: O=C(O)CSC(COCc1ccccc1)c1ccc(OCc2ccc3ccccc3n2)cc1. Reactants: ClCCl, O=C(O)CS, c1ccc(COCC(OCc2ccccc2)c2ccc(OCc3ccc4ccccc4n3)cc2)cc1. Starting materials: CC(=O)[O-], CC(=O)[O-], CC(N)c1ccccc1, CC(C)(C)[O-], CCOC(C)=O, Cc1ccccc1, N#Cc1ccccc1Cn1cc(-c2ccnc(Cl)c2)n(-c2ccc(F)cc2)c1=O, [Na+], [Pd+2]. Product: CC(Nc1cc(-c2cn(Cc3ccccc3C#N)c(=O)n2-c2ccc(F)cc2)ccn1)c1ccccc1. RXN SMILES: [C:58]([O-:59])(=[O:60])[CH3:61].[C:63]([O-:64])(=[O:65])[CH3:66].[CH3:30][CH:31]([c:32]1[cH:33][cH:34][cH:35][cH:36][cH:37]1)[NH2:38].[CH3:39][C:40]([CH3:41])([O-:42])[CH3:43].[CH3:45][CH2:46][O:47][C:48](=[O:49])[CH3:50].[CH3:51][c:52]1[cH:53][cH:54][cH:55][cH:56][cH:57]1.[Cl:1][c:2]1[n:3][cH:4][cH:5][c:6](-[c:8]2[n:9](-[c:23]3[cH:24][cH:25][c:26]([F:29])[cH:27][cH:28]3)[c:10](=[O:22])[n:11]([CH2:13][c:14]3[c:15]([C:20]#[N:21])[cH:16][cH:17][cH:18][cH:19]3)[cH:12]2)[cH:7]1.[Na+:44].[Pd+2:62]>>[c:2]1([NH:38][CH:31]([CH3:30])[c:32]2[cH:33][cH:34][cH:35][cH:36][cH:37]2)[n:3][cH:4][cH:5][c:6](-[c:8]2[n:9](-[c:23]3[cH:24][cH:25][c:26]([F:29])[cH:27][cH:28]3)[c:10](=[O:22])[n:11]([CH2:13][c:14]3[c:15]([C:20]#[N:21])[cH:16][cH:17][cH:18][cH:19]3)[cH:12]2)[cH:7]1.